From a dataset of the Open Reaction Database (ORD), a public repository of structured organic reaction records. describe an organic reaction: reactants, conditions, products, and yield The product is CCN1CC(NC(=O)c2ccc(N)cc2)CN1CC. As a reaction SMILES: [CH3:24][CH2:25][OH:26].[H:22][H:23].[N+:1]([O-:2])(=[O:3])[c:4]1[cH:5][cH:6][c:7]([C:8](=[O:9])[NH:10][CH:11]2[CH2:12][N:13]([CH2:18][CH3:19])[N:14]([CH2:16][CH3:17])[CH2:15]2)[cH:20][cH:21]1>>[NH2:1][c:4]1[cH:5][cH:6][c:7]([C:8](=[O:9])[NH:10][CH:11]2[CH2:12][N:13]([CH2:18][CH3:19])[N:14]([CH2:16][CH3:17])[CH2:15]2)[cH:20][cH:21]1. Reactants: CCO, [H][H], CCN1CC(NC(=O)c2ccc([N+](=O)[O-])cc2)CN1CC.